Dataset: the Open Reaction Database (ORD), a public repository of structured organic reaction records. Task: describe an organic reaction: reactants, conditions, products, and yield Reactants: C=CC(=O)OC, ClCCl, C=CCCCCCCCCCl. Product: COC(=O)C=CCCCCCCCCCl. RXN SMILES: [C:12]([CH:13]=[CH2:14])(=[O:15])[O:16][CH3:17].[Cl:18][CH2:19][Cl:20].[Cl:1][CH2:2][CH2:3][CH2:4][CH2:5][CH2:6][CH2:7][CH2:8][CH2:9][CH:10]=[CH2:11]>>[Cl:1][CH2:2][CH2:3][CH2:4][CH2:5][CH2:6][CH2:7][CH2:8][CH2:9][CH:10]=[CH:11][C:12](=[O:15])[O:16][CH3:17]. Reactants: ClC=1C(=C(C=C2C(C(=CN(C12)C1CC1)C(=O)O)=O)F)F (8-chloro-1-cyclopropyl-6,7-difluoro-1,4-dihydro-4-oxo-3-quinolinecarboxylic acid), C(C)(C)(C)OC(=O)N[C@@H]1CNC[C@H]1C (trans-3-t-butoxycarbonylamino-4-methylpyrrolidine), C1CCC2=NCCCN2CC1 (DBU). Solvent: C(C)#N (acetonitrile). The product is C(C)(C)(C)OC(=O)N[C@@H]1CN(C[C@H]1C)C1=C(C=C2C(C(=CN(C2=C1Cl)C1CC1)C(=O)O)=O)F (7-(trans-3-t-butoxycarbonylamino-4-methyl-1-pyrrolidinyl)-8-chloro-1-cyclopropyl-6-fluoro-1,4-dihydro-4-oxo-3-quinolinecarboxylic acid). Yield: 102.7%. RXN SMILES: [Cl:1][C:2]1[C:3](F)=[C:4]([F:19])[CH:5]=[C:6]2[C:11]=1[N:10]([CH:12]1[CH2:14][CH2:13]1)[CH:9]=[C:8]([C:15]([OH:17])=[O:16])[C:7]2=[O:18].[C:21]([O:25][C:26]([NH:28][C@H:29]1[C@H:33]([CH3:34])[CH2:32][NH:31][CH2:30]1)=[O:27])([CH3:24])([CH3:23])[CH3:22].C1CCN2C(=NCCC2)CC1>C(#N)C>[C:21]([O:25][C:26]([NH:28][C@H:29]1[C@H:33]([CH3:34])[CH2:32][N:31]([C:3]2[C:2]([Cl:1])=[C:11]3[C:6]([C:7](=[O:18])[C:8]([C:15]([OH:17])=[O:16])=[CH:9][N:10]3[CH:12]3[CH2:14][CH2:13]3)=[CH:5][C:4]=2[F:19])[CH2:30]1)=[O:27])([CH3:24])([CH3:22])[CH3:23]. Reported procedure: A mixture of 8-chloro-1-cyclopropyl-6,7-difluoro-1,4-dihydro-4-oxo-3-quinolinecarboxylic acid (2.2 g), anhydrous acetonitrile (22 ml), trans-3-t-butoxycarbonylamino-4-methylpyrrolidine (reference example 5; 2.4 g) and DBU (1.22 g) was refluxed for 5 hours. The reacting mixture was concentrated under reduced pressure, the resulting residue was dissolved in chloroform and washed with 10% aqueous citric acid solution. The chloroform layer was further washed with saturated aqueous sodium chloride so...